From a dataset of the Open Reaction Database (ORD), a public repository of structured organic reaction records. describe an organic reaction: reactants, conditions, products, and yield The reactants are C(C)(C)(C)OC(=O)N1CC(C1)C(=O)O (1-(t-butoxycarbonyl)azetidine-3-carboxylic acid), C(Cl)Cl (DCM), solution, C[Si](C)(C)C=[N+]=[N-] (trimethylsilyldiazomethane), CCOCC (ether). The solvent is CO (MeOH). Run at temperature 0 celsius, time 10 minute. The product is N1(CC(C1)C(=O)OC)C(=O)OC(C)(C)C (1-tert-butyl 3-methyl azetidine-1,3-dicarboxylate). Reaction SMILES: [C:1]([O:5][C:6]([N:8]1[CH2:11][CH:10]([C:12]([OH:14])=[O:13])[CH2:9]1)=[O:7])([CH3:4])([CH3:3])[CH3:2].[CH2:15](Cl)Cl.C[Si](C=[N+]=[N-])(C)C.CCOCC>CO>[N:8]1([C:6]([O:5][C:1]([CH3:4])([CH3:2])[CH3:3])=[O:7])[CH2:9][CH:10]([C:12]([O:14][CH3:15])=[O:13])[CH2:11]1. Procedure: 1-(t-butoxycarbonyl)azetidine-3-carboxylic acid (2.03 g, 10.09 mmol) was dissolved in MeOH (10 ml) and DCM (10 mL) and then cooled to 0° C. A 2M solution of trimethylsilyldiazomethane in ether (7.57 ml, 15.1 mmol) was then added drop-wise over 5 minutes. The solution was stirred for 10 minutes at 0° C. and then warmed to room temperature over 30 minutes. The solution was concentrated under reduced pressure to remove volatiles to afford crude 119, which was used directly in the next step without ... Reactants: C(C)OC(C(CC1=CC=C(C=C1)S)(C)C)=O (3-(4-mercaptophenyl)-2,2-dimethylpropionic acid ethyl ester), ClC1=C(C=CC=C1)S(=O)(=O)C1=CC=C(C=C1)C(C(F)(F)F)(C)O (2-[4-(2-chlorobenzenesulfonyl)phenyl]-1,1,1-trifluoropropan-2-ol), isopropyl alcohol hexanes. Product: ClC1=C(C=CC=C1)S(=O)(=O)C1=CC=C(C=C1)[C@](C(F)(F)F)(C)O ((S)-2-[4-(2-Chloro-benzenesulfonyl)-phenyl]-1,1,1-trifluoro-propan-2-ol). Reaction SMILES: C(OC(=O)C(C)(C)CC1C=CC(S)=CC=1)C.[Cl:17][C:18]1[CH:23]=[CH:22][CH:21]=[CH:20][C:19]=1[S:24]([C:27]1[CH:32]=[CH:31][C:30]([C:33]([OH:39])([CH3:38])[C:34]([F:37])([F:36])[F:35])=[CH:29][CH:28]=1)(=[O:26])=[O:25]>>[Cl:17][C:18]1[CH:23]=[CH:22][CH:21]=[CH:20][C:19]=1[S:24]([C:27]1[CH:32]=[CH:31][C:30]([C@@:33]([OH:39])([CH3:38])[C:34]([F:36])([F:37])[F:35])=[CH:29][CH:28]=1)(=[O:26])=[O:25]. Procedure: Using the methods described above in Example 12, but substituting 2-chlorobenzenethiol for 3-(4-mercaptophenyl)-2,2-dimethylpropionic acid ethyl ester in step a, 2-[4-(2-chlorobenzenesulfonyl)phenyl]-1,1,1-trifluoropropan-2-ol was prepared. 1H NMR (CDCl3, 400 MHz) δ 8.27 (dd, J=2.0 Hz, 7.6 Hz, 1H), 7.98 (d, J=8.6 Hz, 2H), 7.75 (d, J=8.4 Hz, 2H), 7.57-7.44 (m, 3H), 2.61 (s, 1H), 1.80 (s, 3H). The racemic product was resolved by chiral HPLC. The flow rate was 20 mL/min on a Chiralcel OD-H 20 mm i.... Reactants: [N+](=O)([O-])C=1C=C(C=O)C=CC1 (m-nitrobenzaldehyde), C(CC(=O)C)(=O)OCCN1CCN(CC1)C1=NC=CC=C1 (2-[4-(2-pyridyl)-1-piperazinyl)ethyl acetoacetate), N\C(=C/C(=O)OC)\C (methyl 3-aminocrotonate). The solvent is C(C)(C)O (isopropyl alcohol). The product is CC=1NC(=C(C(C1C(=O)OC)C1=CC(=CC=C1)[N+](=O)[O-])C(=O)OCCN1CCN(CC1)C1=NC=CC=C1)C (methyl 2-[4-(2-pyridyl)-1-piperazinyl]ethyl 2,6-dimethyl-4-(3-nitrophenyl)-1,4-dihydropyridine-3,5-dicarboxylate). Yield: 54.5%. RXN SMILES: [N+:1]([C:4]1[CH:5]=[C:6]([CH:9]=[CH:10][CH:11]=1)[CH:7]=O)([O-:3])=[O:2].[C:12]([O:18][CH2:19][CH2:20][N:21]1[CH2:26][CH2:25][N:24]([C:27]2[CH:32]=[CH:31][CH:30]=[CH:29][N:28]=2)[CH2:23][CH2:22]1)(=[O:17])[CH2:13][C:14]([CH3:16])=O.[NH2:33]/[C:34](/[CH3:40])=[CH:35]\[C:36]([O:38][CH3:39])=[O:37]>C(O)(C)C>[CH3:40][C:34]1[NH:33][C:14]([CH3:16])=[C:13]([C:12]([O:18][CH2:19][CH2:20][N:21]2[CH2:26][CH2:25][N:24]([C:27]3[CH:32]=[CH:31][CH:30]=[CH:29][N:28]=3)[CH2:23][CH2:22]2)=[O:17])[CH:7]([C:6]2[CH:9]=[CH:10][CH:11]=[C:4]([N+:1]([O-:3])=[O:2])[CH:5]=2)[C:35]=1[C:36]([O:38][CH3:39])=[O:37]. Reported procedure: A mixture of m-nitrobenzaldehyde, 2-[4-(2-pyridyl)-1-piperazinyl)ethyl acetoacetate and methyl 3-aminocrotonate was worked up in isopropyl alcohol in the same manner as Example 1 to give methyl 2-[4-(2-pyridyl)-1-piperazinyl]ethyl 2,6-dimethyl-4-(3-nitrophenyl)-1,4-dihydropyridine-3,5-dicarboxylate as a light yellow powder, m.p. 53°-56° C. (sintering). Yield 54.5%. IR(Nujol)cm-1 : 3280. NMR(CDCl3) δ: 2.35(3H,s, ##STR34## 2.37(3H,s, ##STR35## 3.64(3H,s,COOCH3), 4.21(2H,t,J=6,COOCH2CH2 --), 5.13(1... Starting materials: C(C=C)S (allylmercaptan), [Na] (sodium), C(CCCC)OC=1N=NC(=CC1)Cl (3-(n-pentyloxy)-6-chloropyridazine). The solvent is CO (methanol). The product is C(CCCC)OC=1N=NC(=CC1)SCC=C (3-(n-pentyloxy)-6-allylthiopyridazine). Reaction SMILES: [Na].[CH2:2]([SH:5])[CH:3]=[CH2:4].[CH2:6]([O:11][C:12]1[N:13]=[N:14][C:15](Cl)=[CH:16][CH:17]=1)[CH2:7][CH2:8][CH2:9][CH3:10]>CO>[CH2:6]([O:11][C:12]1[N:13]=[N:14][C:15]([S:5][CH2:2][CH:3]=[CH2:4])=[CH:16][CH:17]=1)[CH2:7][CH2:8][CH2:9][CH3:10] |^1:0|. Procedure details: 1.15 g(0.05 mol) of metallic sodium was dissolved in 75 ml of absolute methanol and then mixed with 4.98 ml(0.05 mol) of allylmercaptan. To this mixture was added 10.03 g(0.05 mol) of 3-(n-pentyloxy)-6-chloropyridazine. The reaction solution was refluxed for 24 hours and then treated according to the same manner as Example 1 to obtain the title compound as a pale yellow needle crystal. Reactants: COC(C(CCBr)Br)=O (methyl-2,4-dibromobutyrate), COC(C(CCBr)Br)=O (methyl-2,4-dibromobutyrate), CNC(C(CCBr)Br)=O (N-methyl-2,4-dibromobutyramide), OC1C(N(CC1)C)=O (3-hydroxy-N-methylpyrrolidone), delta-butyrolactone, CNC(C(CCBr)Br)=O (N-methyl-2,4-dibromobutyramide). Yields the product BrC1C(N(CC1)C)=O (3-bromo-N-methyl-2-pyrrolidone), OC1C(N(CC1)C)=O (3-hydroxy-N-methyl-2-pyrrolidone). RXN SMILES: [OH:1][CH:2]1[CH2:6][CH2:5][N:4]([CH3:7])[C:3]1=[O:8].COC(=O)C(Br)CCBr.[CH3:18][NH:19][C:20](=[O:26])[CH:21]([Br:25])[CH2:22][CH2:23]Br>>[Br:25][CH:21]1[CH2:22][CH2:23][N:19]([CH3:18])[C:20]1=[O:26].[OH:1][CH:2]1[CH2:6][CH2:5][N:4]([CH3:7])[C:3]1=[O:8]. Reported procedure: There is also provided by this invention a method for preparation of 3-hydroxy-N-methylpyrrolidone which comprises conversion of delta-butyrolactone to methyl-2,4-dibromobutyrate, conversion of the methyl-2,4-dibromobutyrate to N-methyl-2,4-dibromobutyramide, ring closure of the N-methyl-2,4-dibromobutyramide to form 3-bromo-N-methyl-2-pyrrolidone, and conversion of the 3-bromo-N-methyl-2-pyrrolidone to 3-hydroxy-N-methyl-2-pyrrolidone by reaction with alkali metal carbonate. Starting materials: O=CCC=1C=C2CN(CC2=CC1)C(=O)OCC1=CC=CC=C1 (benzyl 5-(2-oxoethyl)isoindoline-2-carboxylate), CC(C)=C(C)C (2,3-dimethyl-but-2-ene), O.P(=O)(O)(O)[O-].[Na+] (sodium dihydrogenphosphate hydrate), Cl(=O)[O-].[Na+] (sodium chlorite). Solvent: C(C)(C)(C)O (tert-butanol), C(C)(=O)OCC (ethyl acetate). Run at time 20 minute. The product is C(C1=CC=CC=C1)OC(=O)N1CC2=CC=C(C=C2C1)CC(=O)O (2-(2-benzyloxycarbonylisoindolin-5-yl)acetic acid). RXN SMILES: [O:1]=[CH:2][CH2:3][C:4]1[CH:5]=[C:6]2[C:10](=[CH:11][CH:12]=1)[CH2:9][N:8]([C:13]([O:15][CH2:16][C:17]1[CH:22]=[CH:21][CH:20]=[CH:19][CH:18]=1)=[O:14])[CH2:7]2.CC(=C(C)C)C.O.P([O-])(O)(O)=[O:31].[Na+].Cl([O-])=O.[Na+]>C(O)(C)(C)C.C(OCC)(=O)C>[CH2:16]([O:15][C:13]([N:8]1[CH2:7][C:6]2[C:10](=[CH:11][CH:12]=[C:4]([CH2:3][C:2]([OH:31])=[O:1])[CH:5]=2)[CH2:9]1)=[O:14])[C:17]1[CH:22]=[CH:21][CH:20]=[CH:19][CH:18]=1 |f:2.3.4,5.6|. Procedure: To a solution of benzyl 5-(2-oxoethyl)isoindoline-2-carboxylate (290 mg, 1 mmol) in tert-butanol (10 mL) was added 2,3-dimethyl-but-2-ene (1.1 mL). To this mixture was added a solution comprising sodium dihydrogenphosphate hydrate (1.08 g, 8 mmol) and sodium chlorite (1.08 g, 9.5 mmol tech grade). This mixture was stirred for 20 min diluted with ethyl acetate, washed with brine, dried over magnesium sulfate and concentrated under vacuum. The residue was purified by silica chromatography (25 g si... Starting materials: CCCN(CCOc1ccc(CCC(=O)OC)c(C)c1)S(=O)(=O)c1sc2ccc(F)cc2c1C, CCO, [Na+], [OH-]. Yields the product CCCN(CCOc1ccc(CCC(=O)O)c(C)c1)S(=O)(=O)c1sc2ccc(F)cc2c1C. Reaction SMILES: [CH3:1][O:2][C:3]([CH2:4][CH2:5][c:6]1[c:7]([CH3:33])[cH:8][c:9]([O:12][CH2:13][CH2:14][N:15]([CH2:16][CH2:17][CH3:18])[S:19](=[O:20])(=[O:21])[c:22]2[c:23]([CH3:32])[c:24]3[c:25]([s:26]2)[cH:27][cH:28][c:29]([F:31])[cH:30]3)[cH:10][cH:11]1)=[O:34].[CH3:37][CH2:38][OH:39].[Na+:36].[OH-:35]>>[O:2]=[C:3]([CH2:4][CH2:5][c:6]1[c:7]([CH3:33])[cH:8][c:9]([O:12][CH2:13][CH2:14][N:15]([CH2:16][CH2:17][CH3:18])[S:19](=[O:20])(=[O:21])[c:22]2[c:23]([CH3:32])[c:24]3[c:25]([s:26]2)[cH:27][cH:28][c:29]([F:31])[cH:30]3)[cH:10][cH:11]1)[OH:34].